From a dataset of the Open Reaction Database (ORD), a public repository of structured organic reaction records. describe an organic reaction: reactants, conditions, products, and yield The reactants are B, CO, ClCCl, Cl, O=C(CCl)c1ccc(F)cc1, C1CCOC1. Product: OC(CCl)c1ccc(F)cc1. RXN SMILES: [BH3:6].[CH3:18][OH:19].[Cl:21][CH2:22][Cl:23].[ClH:20].[F:7][c:8]1[cH:9][cH:10][c:11]([C:12]([CH2:13][Cl:14])=[O:15])[cH:16][cH:17]1.[O:1]1[CH2:2][CH2:3][CH2:4][CH2:5]1>>[F:7][c:8]1[cH:9][cH:10][c:11]([CH:12]([CH2:13][Cl:14])[OH:15])[cH:16][cH:17]1. Reactants: C(C)(C)(C)OC(=O)NC1=C(C=CC=C1)N (1-(N-t-Butoxycarbonylamino)-2-aminobenzene), C(C)(C)(C)OC(=O)N1CCC(CC1)C1=CC=C(C(=O)O)C=C1 (4-(1-t-butoxycarbonylpiperidin-4-yl)benzoic acid), 4-(4,6-dimethoxy-1,3,5-triazinyl-2-yl)-4-methylmorpholinium chloride. The solvent is CN(C)C=O (DMF). Run at time 10 minute. Yields the product C(C)(C)(C)OC(=O)NC1=C(C=CC=C1)NC(C1=CC=C(C=C1)C1CCN(CC1)C(=O)OC(C)(C)C)=O (N-(2-t-Butoxycarbonylaminophenyl)-4-(1-t-butoxycarbonylpiperidin-4-yl)benzamide). Isolated yield 81.9%. Reaction SMILES: [C:1]([O:5][C:6]([NH:8][C:9]1[CH:14]=[CH:13][CH:12]=[CH:11][C:10]=1[NH2:15])=[O:7])([CH3:4])([CH3:3])[CH3:2].[C:16]([O:20][C:21]([N:23]1[CH2:28][CH2:27][CH:26]([C:29]2[CH:37]=[CH:36][C:32]([C:33](O)=[O:34])=[CH:31][CH:30]=2)[CH2:25][CH2:24]1)=[O:22])([CH3:19])([CH3:18])[CH3:17]>CN(C=O)C>[C:1]([O:5][C:6]([NH:8][C:9]1[CH:14]=[CH:13][CH:12]=[CH:11][C:10]=1[NH:15][C:33](=[O:34])[C:32]1[CH:36]=[CH:37][C:29]([CH:26]2[CH2:27][CH2:28][N:23]([C:21]([O:20][C:16]([CH3:18])([CH3:17])[CH3:19])=[O:22])[CH2:24][CH2:25]2)=[CH:30][CH:31]=1)=[O:7])([CH3:4])([CH3:2])[CH3:3]. Reported procedure: 1-(N-t-Butoxycarbonylamino)-2-aminobenzene (Method 17, 3.1 g, 14.7 mmol) was added to a stirred solution of 4-(1-t-butoxycarbonylpiperidin-4-yl)benzoic acid (4.1 g, 13.4 mmol) in DMF (50 ml) and the mixture stirred at ambient temperature for 10 minutes. 4-(4,6-dimethoxy-1,3,5-triazinyl-2-yl)-4-methylmorpholinium chloride (Method 18, 4.45 g, 16.1 mmol) was added and the mixture stirred at ambient temperature for 24 hours. The solvent was evaporated and the residue was dissolved in ethyl acetate (... The reactants are CC#N, CNc1nc(Cl)nc(Cl)n1, NC1CCC(C(=O)O)CC1, [Na+], [OH-], O. Product: CNc1nc(Cl)nc(NC2CCC(C(=O)O)CC2)n1. Reaction SMILES: [CH3:23][C:24]#[N:25].[Cl:11][c:12]1[n:13][c:14]([NH:19][CH3:20])[n:15][c:16]([Cl:18])[n:17]1.[NH2:1][CH:2]1[CH2:3][CH2:4][CH:5]([C:8](=[O:9])[OH:10])[CH2:6][CH2:7]1.[Na+:22].[OH-:21].[OH2:26]>>[NH:1]([CH:2]1[CH2:3][CH2:4][CH:5]([C:8](=[O:9])[OH:10])[CH2:6][CH2:7]1)[c:16]1[n:15][c:14]([NH:19][CH3:20])[n:13][c:12]([Cl:11])[n:17]1. Reactants: CN(C=CC(C(=O)OCC)=O)C (Ethyl 4-dimethylamino-2-oxo-3-butenoate), F[B-](F)(F)F.C(C)[O+](CC)CC (triethyloxonium tetrafluoroborate). The solvent is C(Cl)Cl (methylene chloride). Run at temperature 10 celsius, time 5 hour. Product: F[B-](F)(F)F.C(C)OC(=CC=[N+](C)C)C(=O)OCC (N-(3-ethoxy-3-ethoxycarbonylpropenylidene)-N-methylmethanaminium tetrafluoroborate). RXN SMILES: [CH3:1][N:2]([CH3:12])[CH:3]=[CH:4][C:5](=[O:11])[C:6]([O:8][CH2:9][CH3:10])=[O:7].[F:13][B-:14]([F:17])([F:16])[F:15].[CH2:18]([O+](CC)CC)[CH3:19]>C(Cl)Cl>[F:13][B-:14]([F:17])([F:16])[F:15].[CH2:18]([O:11][C:5]([C:6]([O:8][CH2:9][CH3:10])=[O:7])=[CH:4][CH:3]=[N+:2]([CH3:1])[CH3:12])[CH3:19] |f:1.2,4.5|. Reported procedure: Ethyl 4-dimethylamino-2-oxo-3-butenoate (675 g) is added in the course of 3 hours, while the temperature is maintained at approximately 10° C., to a solution, cooled to 10° C. and through which a stream of argon is passed, of triethyloxonium tetrafluoroborate (862 g) in methylene chloride. The reaction medium is then stirred for 5 hours at a temperature in the region of 20° C. The solution of N-(3-ethoxy-3-ethoxycarbonylpropenylidene)-N-methylmethanaminium tetrafluoroborate thereby obtained is s...